Dataset: the Open Reaction Database (ORD), a public repository of structured organic reaction records. Task: describe an organic reaction: reactants, conditions, products, and yield Starting materials: CO, [Na+], [OH-], COC(=O)CCc1nnc(-c2ccccc2)o1. Yields the product O=C(O)CCc1nnc(-c2ccccc2)o1. Reaction SMILES: [CH3:20][OH:21].[Na+:19].[OH-:18].[c:1]1(-[c:7]2[n:8][n:9][c:10]([CH2:12][CH2:13][C:14](=[O:15])[O:16][CH3:17])[o:11]2)[cH:2][cH:3][cH:4][cH:5][cH:6]1>>[c:1]1(-[c:7]2[n:8][n:9][c:10]([CH2:12][CH2:13][C:14](=[O:15])[OH:16])[o:11]2)[cH:2][cH:3][cH:4][cH:5][cH:6]1. Reactants: ClC=1C=C2C(=C(C(N(C2=CC1)C)=O)C(=O)OCC)O (Ethyl 6-chloro-4-hydroxy-1-methyl-2-oxo-1,2-dihydroquinoline-3-carboxylate), C(CCCCCCC)(=O)NN (octanoyl hydrazine). Yields the product ClC=1C=C2C(=C(C(N(C2=CC1)C)=O)C(=O)NNC(CCCCCCC)=O)O (6-Chloro-4-hydroxy-1-methyl-N′-octanoyl-2-oxo-1,2-dihydroquinoline-3-carbohydrazide). RXN SMILES: [Cl:1][C:2]1[CH:3]=[C:4]2[C:9](=[CH:10][CH:11]=1)[N:8]([CH3:12])[C:7](=[O:13])[C:6]([C:14]([O:16]CC)=O)=[C:5]2[OH:19].[C:20]([NH:29][NH2:30])(=[O:28])[CH2:21][CH2:22][CH2:23][CH2:24][CH2:25][CH2:26][CH3:27]>>[Cl:1][C:2]1[CH:3]=[C:4]2[C:9](=[CH:10][CH:11]=1)[N:8]([CH3:12])[C:7](=[O:13])[C:6]([C:14]([NH:30][NH:29][C:20](=[O:28])[CH2:21][CH2:22][CH2:23][CH2:24][CH2:25][CH2:26][CH3:27])=[O:16])=[C:5]2[OH:19]. Procedure details: Reagents: Comp 37 (0.36 mmols, 0.1 g); octanoyl hydrazine (0.39 mmols, 0.062 g). Yield: 0.12 g (86%), white solid, m.p.=187° C.-188° C. Starting materials: C1(C=2C(C(=O)O1)=CC=CC2)=O (Phthalic anhydride), C(C1=CC=CC=C1)N(N)C(=S)NC1=CC=CC=C1 (2-benzyl-4-phenyl-3-thiosemicarbazide), ice water. Run in CN(C=O)C (dimethylformamide). Reaction conditions: temperature 90 celsius. Yields the product C(C1=CC=CC=C1)N(NC(C1=C(C=CC=C1)C(=O)O)=O)C(=S)NC1=CC=CC=C1 (2-Benzyl-1-(2-carboxybenzoyl)-4-phenyl-3-thiosemicarbazide). RXN SMILES: [C:1]1(=[O:11])[O:6][C:4](=[O:5])[C:3]2=[CH:7][CH:8]=[CH:9][CH:10]=[C:2]12.[CH2:12]([N:19]([C:21]([NH:23][C:24]1[CH:29]=[CH:28][CH:27]=[CH:26][CH:25]=1)=[S:22])[NH2:20])[C:13]1[CH:18]=[CH:17][CH:16]=[CH:15][CH:14]=1>CN(C)C=O>[CH2:12]([N:19]([C:21]([NH:23][C:24]1[CH:29]=[CH:28][CH:27]=[CH:26][CH:25]=1)=[S:22])[NH:20][C:4](=[O:5])[C:3]1[CH:7]=[CH:8][CH:9]=[CH:10][C:2]=1[C:1]([OH:6])=[O:11])[C:13]1[CH:14]=[CH:15][CH:16]=[CH:17][CH:18]=1. Procedure details: Phthalic anhydride (3.7 g, 0.25 mole) and 2-benzyl-4-phenyl-3-thiosemicarbazide (6.43 g, 0.25 mole) were dissolved in 100 ml of dimethylformamide and heated at 90° C. for three hours. The solution was cooled then poured into ice water with stirring. The title product was filtered off as a solid material. Recrystallization gave a substance having a melting point of 140°-142°. Reactants: C(C)OC(=O)C=1C(=CC=CC1)C1=C(C=CC=C1)CBr (2′-Bromomethyl-biphenyl-2-carboxylic acid ethyl ester), SCCO (2-mercaptoethanol), C([O-])([O-])=O.[K+].[K+] (potassium carbonate), C(C)OC(=O)C=1C=C(C=CC1)C1=CC=C(C=C1)CSCCO (4′-(2-hydroxy-ethylsulfanylmethyl)-biphenyl-3-carboxylic acid ethyl ester). Run in CN(C)C=O (DMF). Product: C(C)OC(=O)C=1C(=CC=CC1)C1=C(C=CC=C1)CSCCO (2′-(2-Hydroxy-ethylsulfanylmethyl)-biphenyl-2-carboxylic acid ethyl ester). RXN SMILES: C(OC(C1C=C(C2C=CC(C[S:19][CH2:20][CH2:21][OH:22])=CC=2)C=CC=1)=O)C.[CH2:23]([O:25][C:26]([C:28]1[C:29]([C:34]2[CH:39]=[CH:38][CH:37]=[CH:36][C:35]=2[CH2:40]Br)=[CH:30][CH:31]=[CH:32][CH:33]=1)=[O:27])[CH3:24].SCCO.C(=O)([O-])[O-].[K+].[K+]>CN(C=O)C>[CH2:23]([O:25][C:26]([C:28]1[C:29]([C:34]2[CH:39]=[CH:38][CH:37]=[CH:36][C:35]=2[CH2:40][S:19][CH2:20][CH2:21][OH:22])=[CH:30][CH:31]=[CH:32][CH:33]=1)=[O:27])[CH3:24] |f:3.4.5|. Procedure details: 2′-(2-Hydroxy-ethylsulfanylmethyl)-biphenyl-2-carboxylic acid ethyl ester was synthesized as described for 4′-(2-hydroxy-ethylsulfanylmethyl)-biphenyl-3-carboxylic acid ethyl ester. 2′-Bromomethyl-biphenyl-2-carboxylic acid ethyl ester (13.2 g, 41.35 mmol, 1 eq.) in anhydrous DMF was treated with 2-mercaptoethanol (3.88 g, 49.62 mmol, 1.2 eq.) and potassium carbonate (17.14 g, 124.05 mmol, 3 eq.). When complete, the reaction was worked up as described leaving an orange oil. Reactants: N(=C=O)C1=CC(=CC=C1)OC1=CC=CC=C1 (1-isocyanato-3-phenoxybenzene), NC=1C=CN(C=2C1C=CC1=C3C(NC(C23)=O)=CCN1C1=CC=C(C=C1)F)C (8-amino-5-(4-fluorophenyl)-11-methyl-2,4,5,11-tetrahydro-1H-2,5,11-triazadibenzo[cd,h]azulen-1-one), C(C)(C)N(C(C)C)CC (N,N-diisopropylethylamine), C(C)(C)N(C(C)C)CC (N,N-diisopropylethylamine), Example 23e, Hastelloy. The solvent is CN(C(C)=O)C (N,N-dimethylacetamide). Product: FC1=CC=C(C=C1)N1CC=C2NC(C3=C4C(C=CC1=C23)=C(C=CN4C)NC(=O)NC4=CC(=CC=C4)OC4=CC=CC=C4)=O (1-(5-(4-fluorophenyl)-11-methyl-1-oxo-2,4,5,11-tetrahydro-1H-2,5,11-triazadibenzo[cd,h]azulen-8-yl)-3-(3-phenoxyphenyl)urea). The yield is 28.0%. As a reaction SMILES: [NH2:1][C:2]1[CH:3]=[CH:4][N:5]([CH3:27])[C:6]2[C:7]=1[CH:8]=[CH:9][C:10]1[N:19]([C:20]3[CH:25]=[CH:24][C:23]([F:26])=[CH:22][CH:21]=3)[CH2:18][CH:17]=[C:12]3[NH:13][C:14](=[O:16])[C:15]=2[C:11]=13.C(N(CC)C(C)C)(C)C.[N:37]([C:40]1[CH:45]=[CH:44][CH:43]=[C:42]([O:46][C:47]2[CH:52]=[CH:51][CH:50]=[CH:49][CH:48]=2)[CH:41]=1)=[C:38]=[O:39]>CN(C)C(=O)C>[F:26][C:23]1[CH:22]=[CH:21][C:20]([N:19]2[C:10]3=[C:11]4[C:15](=[C:6]5[N:5]([CH3:27])[CH:4]=[CH:3][C:2]([NH:1][C:38]([NH:37][C:40]6[CH:45]=[CH:44][CH:43]=[C:42]([O:46][C:47]7[CH:52]=[CH:51][CH:50]=[CH:49][CH:48]=7)[CH:41]=6)=[O:39])=[C:7]5[CH:8]=[CH:9]3)[C:14](=[O:16])[NH:13][C:12]4=[CH:17][CH2:18]2)=[CH:25][CH:24]=1. Reported procedure: A stock solution of Example 23e and N,N-diisopropylethylamine (0.0875 M and 0.042 in N,N-dimethylacetamide, respectively, 497 μL, 0.042 mmol Example 23e and 0.126 mmol N,N-diisopropylethylamine) and 1-isocyanato-3-phenoxybenzene (0.40 M in N,N-dimethylacetamide, 208 μL, 0.084 mmol) were aspirated from their respective source vials, mixed through a perfluoroalkoxy mixing tube (0.2 mm inner diameter), and loaded into an injection loop. The reaction segment was injected into the flow reactor (Haste... Reactants: NCC1=CC=C(C(=O)O)C=C1 (4-(Aminomethyl)benzoic acid), C1(=CC=CC=C1)CCCC(=O)Cl (4-phenylbutyryl chloride), Cl[Si](C)(C)C (Chlorotrimethylsilane), Cl (HCl). Solvent: C(Cl)Cl (methylene chloride), C(C)N(CC)CC (triethylamine), C(Cl)Cl (methylene chloride). Conditions: time 1 hour. Product: C(=O)(O)C1=CC=C(CNC(CCCC2=CC=CC=C2)=O)C=C1 (N-(4-carboxybenzyl)-4-phenylbutyramide). Reaction SMILES: [NH2:1][CH2:2][C:3]1[CH:11]=[CH:10][C:6]([C:7]([OH:9])=[O:8])=[CH:5][CH:4]=1.Cl[Si](C)(C)C.[C:17]1([CH2:23][CH2:24][CH2:25][C:26](Cl)=[O:27])[CH:22]=[CH:21][CH:20]=[CH:19][CH:18]=1.Cl>C(Cl)Cl.C(N(CC)CC)C>[C:7]([C:6]1[CH:5]=[CH:4][C:3]([CH2:2][NH:1][C:26](=[O:27])[CH2:25][CH2:24][CH2:23][C:17]2[CH:22]=[CH:21][CH:20]=[CH:19][CH:18]=2)=[CH:11][CH:10]=1)([OH:9])=[O:8]. Procedure: 4-(Aminomethyl)benzoic acid (3.6 g) is suspended in methylene chloride (100 mL), to which 15 mL triethylamine is added. Chlorotrimethylsilane (10 mL) is then added and the mixture allowed to stir at room temperature for 1 hr. The mixture is then cooled in an ice bath and 4-phenylbutyryl chloride (5.3 g) in methylene chloride (10 mL) is added dropwise and the resulting mixture stirred for 30 min at 0° C., followed by an additional 3 hrs at ambient temperature. The mixture is treated with 75 mL 1 ... The reactants are COC1=CC2=C(C=C(O2)C(=O)O)C=C1 (6-methoxybenzofuran-2-carboxylic acid), Cl (hydrochloric acid). Reagents/catalysts: [Cu] (copper). Run in N1=CC=CC2=CC=CC=C12 (quinoline). Yields the product COC1=CC2=C(C=CO2)C=C1 (6-methoxybenzofuran). Isolated yield 99.9%. Reaction SMILES: [CH3:1][O:2][C:3]1[CH:14]=[CH:13][C:6]2[CH:7]=[C:8](C(O)=O)[O:9][C:5]=2[CH:4]=1.Cl>N1C2C(=CC=CC=2)C=CC=1.[Cu]>[CH3:1][O:2][C:3]1[CH:14]=[CH:13][C:6]2[CH:7]=[CH:8][O:9][C:5]=2[CH:4]=1. Procedure details: A suspension of 6-methoxybenzofuran-2-carboxylic acid (22.2 g) and copper powder (3.7 g) in quinoline (200 ml) was refluxed under nitrogen atmosphere for 2 hours and cooled, and to the suspension was added 2N hydrochloric acid. The mixture was extracted with ethyl acetate, and the organic layer was washed with 2N hydrochloric acid (6 times) and then washed with water and saturated brine, and dried with magnesium sulfate. Under reduced pressure, the solvent was evaporated to give dark brown oil o...